describe an organic reaction: reactants, conditions, products, and yield From a dataset of the Open Reaction Database (ORD), a public repository of structured organic reaction records. The reactants are C1(=CC=CC=C1)CC(=O)OCC (ethyl phenylacetate), C(C(=O)OCC)(=O)OCC (diethyl oxalate), C(C)[O-].[Na+] (sodium ethanolate), C(C(=C)C1=CC=CC=C1)(=O)OCC (Ethyl atropate), C(C(=C)C1=CC=CC=C1)(=O)OC (methyl atropate), methyl. Yields the product O=C(C(=O)OCC)C(C(=O)OCC)C1=CC=CC=C1 (diethyl 2-oxo-3-phenylsuccinate). As a reaction SMILES: C(OCC)(=O)C(C1C=CC=CC=1)=C.C(OC)(=O)C(C1C=CC=CC=1)=C.[C:26]1([CH2:32][C:33]([O:35][CH2:36][CH3:37])=[O:34])[CH:31]=[CH:30][CH:29]=[CH:28][CH:27]=1.[C:38](OCC)(=[O:44])[C:39]([O:41][CH2:42][CH3:43])=[O:40].C([O-])C.[Na+]>>[O:44]=[C:38]([CH:32]([C:26]1[CH:31]=[CH:30][CH:29]=[CH:28][CH:27]=1)[C:33]([O:35][CH2:36][CH3:37])=[O:34])[C:39]([O:41][CH2:42][CH3:43])=[O:40] |f:4.5|. Reported procedure: Ethyl atropate with a methyl atropate content not exceeding 0.05% can be obtained in a relatively complicated, two-stage process (Helv. Chim. Acta 30, 1349 (1947)) as long as the starting materials do not contain more than 0.05% of methyl compounds. This process involves ethyl phenylacetate being condensed with diethyl oxalate in the presence of sodium ethanolate to give diethyl 2-oxo-3-phenylsuccinate, Na salt. Subsequent reaction with formaldehyde in the presence of potassium carbonate results... Starting materials: C(C)(=O)O (acetic acid), C1(CCCC2=CC=CC=C12)=O (3,4-dihydro-1(2H)-naphthalenone), C(C)(C)(C)C1=CC=C(C=O)C=C1 (4-tert-butylbenzaldehyde), [OH-].[K+] (potassium hydroxide). Run in CO (methanol), O (water). Yields the product C(C)(C)(C)C1=CC=C(C=C2C(C3=CC=CC=C3CC2)=O)C=C1 (2-(4-tert-butylbenzylidene)-3,4-dihydro-1(2H)-naphthalenone). Reaction SMILES: [C:1]1(=[O:11])[C:10]2[C:5](=[CH:6][CH:7]=[CH:8][CH:9]=2)[CH2:4][CH2:3][CH2:2]1.[C:12]([C:16]1[CH:23]=[CH:22][C:19]([CH:20]=O)=[CH:18][CH:17]=1)([CH3:15])([CH3:14])[CH3:13].[OH-].[K+].C(O)(=O)C>CO.O>[C:12]([C:16]1[CH:17]=[CH:18][C:19]([CH:20]=[C:2]2[CH2:3][CH2:4][C:5]3[C:10](=[CH:9][CH:8]=[CH:7][CH:6]=3)[C:1]2=[O:11])=[CH:22][CH:23]=1)([CH3:15])([CH3:13])[CH3:14] |f:2.3|. Reported procedure: A mixture of 3,4-dihydro-1(2H)-naphthalenone (4.5 g) and 4-tert-butylbenzaldehyde (5.0 g) was stirred with a solution of 4% potassium hydroxide in methanol (100 ml) for 64 hours at room temperature. The mixture was neutralised with glacial acetic acid, followed by dilution with water (100 ml). The resulting copious white precipitate was filtered off, washed with water and dried in vacuo to give 2-(4-tert-butylbenzylidene)-3,4-dihydro-1(2H)-naphthalenone.